This data is from the Open Reaction Database (ORD), a public repository of structured organic reaction records. The task is: describe an organic reaction: reactants, conditions, products, and yield Starting materials: C([O-])([O-])=O.[K+].[K+] (potassium carbonate), N1N=CC=2C(=CC=CC12)N (1H-indazol-4-amine), N1N=CC=2C(=CC=CC12)N (1H-indazol-4-amine), C([O-])([O-])=O.[K+].[K+] (potassium carbonate), CN[C@H]1[C@@H](CCCC1)NC (trans-N,N′-dimethyl-1,2-cyclohexanediamine), FC1=CC=C(C=C1)I (4-fluoro-1-iodobenzene), C([O-])([O-])=O.[K+].[K+] (potassium carbonate). Reagents/catalysts: [Cu]I (copper (I) iodide). The solvent is CN(C)C=O (DMF). Yields the product FC1=CC=C(C=C1)N1N=CC=2C(=CC=CC12)N (1-(4-Fluorophenyl)-1H-indazol-4-amine). Isolated yield 369.1%. RXN SMILES: [NH:1]1[C:9]2[CH:8]=[CH:7][CH:6]=[C:5]([NH2:10])[C:4]=2[CH:3]=[N:2]1.C(=O)([O-])[O-].[K+].[K+].CN[C@@H]1CCCC[C@H]1NC.[F:27][C:28]1[CH:33]=[CH:32][C:31](I)=[CH:30][CH:29]=1>CN(C=O)C.[Cu]I>[F:27][C:28]1[CH:33]=[CH:32][C:31]([N:1]2[C:9]3[CH:8]=[CH:7][CH:6]=[C:5]([NH2:10])[C:4]=3[CH:3]=[N:2]2)=[CH:30][CH:29]=1 |f:1.2.3|. Procedure: A mixture of 1H-indazol-4-amine (750 mg, 5.64 mmol), copper (I) iodide (247 mg, 1.3 mmol), potassium carbonate (1.56 g, 11.28 mmol), trans-N,N′-dimethyl-1,2-cyclohexanediamine (0.321 g, 2.26 mmol) and 4-fluoro-1-iodobenzene (0.78 ml, 6.77 mmol) in dry DMF (2 ml) was heated in a microwave reactor at 140° C. for 20 minutes (potassium carbonate was placed in the tube first and care was taken to avoid any particles of potassium carbonate being left on the side of the tube above the level of the liqu... The reactants are CCCS, CCOC(=O)N1CCN(C(=O)C(CCC(=O)OC(C)(C)C)NC(=O)c2cc(Cl)nc(-c3ccccc3)n2)CC1, [H-], [Na+], [Na+], O=C([O-])O, CN(C)C=O. Yields the product CCCSc1cc(C(=O)NC(CCC(=O)OC(C)(C)C)C(=O)N2CCN(C(=O)OCC)CC2)nc(-c2ccccc2)n1. RXN SMILES: [CH2:1]([CH2:2][CH3:3])[SH:4].[CH2:7]([CH3:8])[O:9][C:10](=[O:11])[N:12]1[CH2:13][CH2:14][N:15]([C:18]([CH:19]([CH2:20][CH2:21][C:22](=[O:23])[O:24][C:25]([CH3:26])([CH3:27])[CH3:28])[NH:29][C:30](=[O:31])[c:32]2[n:33][c:34](-[c:39]3[cH:40][cH:41][cH:42][cH:43][cH:44]3)[n:35][c:36]([Cl:38])[cH:37]2)=[O:45])[CH2:16][CH2:17]1.[H-:6].[Na+:50].[Na+:5].[O-:46][C:47]([OH:48])=[O:49].[O:51]=[CH:52][N:53]([CH3:54])[CH3:55]>>[CH2:1]([CH2:2][CH3:3])[S:4][c:36]1[n:35][c:34](-[c:39]2[cH:40][cH:41][cH:42][cH:43][cH:44]2)[n:33][c:32]([C:30]([NH:29][CH:19]([C:18]([N:15]2[CH2:14][CH2:13][N:12]([C:10]([O:9][CH2:7][CH3:8])=[O:11])[CH2:17][CH2:16]2)=[O:45])[CH2:20][CH2:21][C:22](=[O:23])[O:24][C:25]([CH3:26])([CH3:27])[CH3:28])=[O:31])[cH:37]1. The reactants are C(C)(C)(C)OC(=O)N1[C@H](CCC1)COC1=NC=C(C=C1)C(C1=CC=CC=C1)=O ((R)-2-(5-Benzoyl-pyridin-2-yloxymethyl)-pyrrolidine-1-carboxylic acid tert-butyl ester), Cl (HCl). Run in O1CCOCC1 (dioxane). Reaction conditions: time 2 hour. Yields the product C1(=CC=CC=C1)C(=O)C=1C=NC(=CC1)OC[C@@H]1NCCC1 (Phenyl-[6-((R)-1-pyrrolidin-2-ylmethoxy)-pyridin-3-yl]-methanone), hydrochloride salt. Yield: 42.0%. As a reaction SMILES: C(OC([N:8]1[CH2:12][CH2:11][CH2:10][C@@H:9]1[CH2:13][O:14][C:15]1[CH:20]=[CH:19][C:18]([C:21](=[O:28])[C:22]2[CH:27]=[CH:26][CH:25]=[CH:24][CH:23]=2)=[CH:17][N:16]=1)=O)(C)(C)C.Cl>O1CCOCC1>[C:22]1([C:21]([C:18]2[CH:17]=[N:16][C:15]([O:14][CH2:13][C@H:9]3[CH2:10][CH2:11][CH2:12][NH:8]3)=[CH:20][CH:19]=2)=[O:28])[CH:23]=[CH:24][CH:25]=[CH:26][CH:27]=1. Procedure: To a solution of product from step 3 (100 mg, 0.26 mmol) was treated with 5 ml of 4 N HCl in dioxane and stirred for 2 h. The solvent was removed in vacuo, triturated with ether to give the title compound as the hydrochloride salt (35 mg, 42%) MS; m/z 283 (M+H) 99%; 1H NMR (DMSO-d6, 400 MHz) δ 1.78-2.22 (4H, m), 3.20 (2H, m), 3.98 (1H, m), 4.45-4.65 (2H, m), 7.05 (1H, d, J=8.8 Hz), 7.60 (2H, m), 7.69-7.76 (3H, m), 8.14 (1H, dd, J1=2.8 Hz, J2=8.8 Hz), 8.56 (1H, dd, J1=0.8 Hz, J2=2.4 Hz), 9.2 (1NH... Starting materials: CC(C)c1onc(-c2c(Cl)cccc2Cl)c1CCCO, ClCCl, CC(C)OC(=O)N=NC(=O)OC(C)C, COC(=O)c1ccc2cc(-c3ccc(O)cc3)ccc2n1, c1ccc(P(c2ccccc2)c2ccccc2)cc1. Product: COC(=O)c1ccc2cc(-c3ccc(OCCCc4c(-c5c(Cl)cccc5Cl)noc4C(C)C)cc3)ccc2n1. RXN SMILES: [Cl:22][c:23]1[c:24](-[c:30]2[n:31][o:32][c:33]([CH:39]([CH3:40])[CH3:41])[c:34]2[CH2:35][CH2:36][CH2:37][OH:38])[c:25]([Cl:29])[cH:26][cH:27][cH:28]1.[Cl:75][CH2:76][Cl:77].[O:61]=[C:62]([O:63][CH:64]([CH3:65])[CH3:66])[N:67]=[N:68][C:69]([O:70][CH:71]([CH3:72])[CH3:73])=[O:74].[OH:1][c:2]1[cH:3][cH:4][c:5](-[c:8]2[cH:9][c:10]3[cH:11][cH:12][c:13]([C:18](=[O:19])[O:20][CH3:21])[n:14][c:15]3[cH:16][cH:17]2)[cH:6][cH:7]1.[c:42]1([P:43]([c:44]2[cH:45][cH:46][cH:47][cH:48][cH:49]2)[c:50]2[cH:51][cH:52][cH:53][cH:54][cH:55]2)[cH:56][cH:57][cH:58][cH:59][cH:60]1>>[O:1]([c:2]1[cH:3][cH:4][c:5](-[c:8]2[cH:9][c:10]3[cH:11][cH:12][c:13]([C:18](=[O:19])[O:20][CH3:21])[n:14][c:15]3[cH:16][cH:17]2)[cH:6][cH:7]1)[CH2:37][CH2:36][CH2:35][c:34]1[c:30](-[c:24]2[c:23]([Cl:22])[cH:28][cH:27][cH:26][c:25]2[Cl:29])[n:31][o:32][c:33]1[CH:39]([CH3:40])[CH3:41]. Product: COc1cc(N)c(F)cc1C. RXN SMILES: [CH3:16][OH:17].[F:1][c:2]1[c:3]([N+:11]([O-:12])=[O:13])[cH:4][c:5]([O:9][CH3:10])[c:6]([CH3:8])[cH:7]1.[H:14][H:15]>>[F:1][c:2]1[c:3]([NH2:11])[cH:4][c:5]([O:9][CH3:10])[c:6]([CH3:8])[cH:7]1. Starting materials: CO, COc1cc([N+](=O)[O-])c(F)cc1C, [H][H]. Starting materials: C(C)(C)(C)OC(N[C@@H](CC)C(O)C1=NOC(=N1)C1CC1)=O ({(S)-1-[(5-Cyclopropyl-1,2,4-oxadiazol-3-yl)-hydroxy-methyl]-propyl}-carbamic acid tert-butyl ester), O1CCOCC1 (dioxane), Cl (HCl). Yields the product Cl.NC([C@H](O)C1=NOC(=N1)C1CC1)CC ((S)-2-Amino-1-(5-cyclopropyl-1,2,4-oxadiazol-3-yl)-butan-1-ol HCl salt). As a reaction SMILES: C(OC(=O)[NH:7][C@H:8]([CH:11]([C:13]1[N:17]=[C:16]([CH:18]2[CH2:20][CH2:19]2)[O:15][N:14]=1)[OH:12])[CH2:9][CH3:10])(C)(C)C.O1CCOCC1.[ClH:28]>>[ClH:28].[NH2:7][CH:8]([CH2:9][CH3:10])[C@@H:11]([C:13]1[N:17]=[C:16]([CH:18]2[CH2:20][CH2:19]2)[O:15][N:14]=1)[OH:12] |f:3.4|. Procedure details: A solution of {(S)-1-[(5-Cyclopropyl-1,2,4-oxadiazol-3-yl)-hydroxy-methyl]-propyl}-carbamic acid tert-butyl ester (3.41 g, 0.011 mmol) in 4N HCl in dioxane (43 mL, 0.172 mmol) is stirred at room temperature for 2 h. Solvent evaporated under reduced pressure. Residue triturated with a mixture of ethyl acetate and ether. It is then filtered to give (S)-2-Amino-1-(5-cyclopropyl-1,2,4-oxadiazol-3-yl)-butan-1-ol HCl salt as a solid (2.47 g).